This data is from the Open Reaction Database (ORD), a public repository of structured organic reaction records. The task is: describe an organic reaction: reactants, conditions, products, and yield Starting materials: NC1=C(C(=NN1)NC1=CC=C(C=C1)OC)C#N (5-amino-4-cyano-3-(4-methoxy-phenylamino)-pyrazole), C(C)OC(N(C)C)OCC (N,N-dimethylformamide diethyl acetal). Run in C1(=CC=CC=C1)C (toluene). Product: C(#N)C=1C(=NNC1N=CN(C)C)NC1=CC=C(C=C1)OC (4-Cyano-5-(dimethylamino-methyleneamino)-3-(4-methoxy-phenylamino)-pyrazole). Reaction SMILES: [NH2:1][C:2]1[NH:6][N:5]=[C:4]([NH:7][C:8]2[CH:13]=[CH:12][C:11]([O:14][CH3:15])=[CH:10][CH:9]=2)[C:3]=1[C:16]#[N:17].C(O[CH:21](OCC)[N:22]([CH3:24])[CH3:23])C>C1(C)C=CC=CC=1>[C:16]([C:3]1[C:4]([NH:7][C:8]2[CH:9]=[CH:10][C:11]([O:14][CH3:15])=[CH:12][CH:13]=2)=[N:5][NH:6][C:2]=1[N:1]=[CH:21][N:22]([CH3:24])[CH3:23])#[N:17]. Procedure: A suspension of 5.41 g (23.6 mmol) of 5-amino-4-cyano-3-(4-methoxy-phenylamino)-pyrazole [for preparation see: J. Heterocyclic Chem. 27, 775 (1990)] in 4.8 ml (27.2 mmol) of N,N-dimethylformamide diethyl acetal (97%) and 100 ml of toluene is heated under reflux for 5 hours. The reaction mixture is then cooled to room temperature and filtered and the filter residue is washed with toluene. Recrystallization of the crude product from methanol/water yields the title compound; m.p. 232-234° C. (decom... Starting materials: C(C)(C)(C)OC(NC1=C(C=C(C=C1)C1CC1)N)=O ((2-amino-4-cyclopropyl-phenyl)-carbamic acid tert.-butyl ester), N1(C=NC=C1)C=1C=C(C=CC1)C1=CC(OC(O1)(C)C)=O (6-(3-imidazol-1-yl-phenyl)-2,2-dimethyl-[1,3]dioxin-4-one). The product is C(C)(C)(C)OC(NC1=C(C=C(C=C1)C1CC1)NC(CC(=O)C1=CC(=CC=C1)N1C=NC=C1)=O)=O ({4-Cyclopropyl-2-[3-(3-imidazol-1-yl-phenyl)-3-oxo-propionylamino]-phenyl}-carbamic acid tert.-butyl ester). RXN SMILES: [C:1]([O:5][C:6](=[O:18])[NH:7][C:8]1[CH:13]=[CH:12][C:11]([CH:14]2[CH2:16][CH2:15]2)=[CH:10][C:9]=1[NH2:17])([CH3:4])([CH3:3])[CH3:2].[N:19]1([C:24]2[CH:25]=[C:26]([C:30]3[O:35]C(C)(C)[O:33][C:32](=O)[CH:31]=3)[CH:27]=[CH:28][CH:29]=2)[CH:23]=[CH:22][N:21]=[CH:20]1>>[C:1]([O:5][C:6](=[O:18])[NH:7][C:8]1[CH:13]=[CH:12][C:11]([CH:14]2[CH2:16][CH2:15]2)=[CH:10][C:9]=1[NH:17][C:32](=[O:33])[CH2:31][C:30]([C:26]1[CH:27]=[CH:28][CH:29]=[C:24]([N:19]2[CH:23]=[CH:22][N:21]=[CH:20]2)[CH:25]=1)=[O:35])([CH3:4])([CH3:2])[CH3:3]. Reported procedure: Prepared from (2-amino-4-cyclopropyl-phenyl)-carbamic acid tert.-butyl ester (Example G48) and 6-(3-imidazol-1-yl-phenyl)-2,2-dimethyl-[1,3]dioxin-4-one (Example J10) according to the general procedure K. Obtained as a light yellow solid (79 mg). The solvent is C(C)O (ethanol), C(C)(=O)O (acetic acid). Product: COC(C1=CC(C(=O)NC2CCN(CC2)CC2=CC(=C(C(=C2)OCC)Cl)OCC)=CC(=C1)OC)=O (N-[1-(4-Chloro-3,5-diethoxy-benzyl)-piperidin-4-yl]-5-methoxy-isophthalamic acid methyl ester). Starting materials: COC(C1=CC(C(=O)NC2CCN(CC2)CC2=CC(=C(C(=C2)OCC)F)OCC)=CC(=C1)OC)=O (N-[1-(3,5-Diethoxy-4-fluoro-benzyl)-piperidin-4-yl]-5-methoxy-isophthalamic acid methyl ester), C(C)OC(C1=CC(=C(C(=C1)OCC)Cl)OCC)=O.ClC1=C(C=C(CN2CCC(CC2)NC(C2=CC(=CC(=C2)OC)CO)=O)C=C1OCC)OCC (N-[1-(4-Chloro-3,5-diethoxy-benzyl)-piperidin-4-yl]-3-hydroxymethyl-5-methoxy-benzamide 4-Chloro-3,5-diethoxy-benzoic acid ethyl ester), C(#N)[BH3-].[Na+] (sodium cyanoborohydride), C(C)N(C(C)C)C(C)C (N-ethyl-diisopropylamine). RXN SMILES: [CH3:1][O:2][C:3](=[O:35])[C:4]1[CH:32]=[C:31]([O:33][CH3:34])[CH:30]=[C:6]([C:7]([NH:9][CH:10]2[CH2:15][CH2:14][N:13]([CH2:16][C:17]3[CH:22]=[C:21]([O:23][CH2:24][CH3:25])[C:20](F)=[C:19]([O:27][CH2:28][CH3:29])[CH:18]=3)[CH2:12][CH2:11]2)=[O:8])[CH:5]=1.C(OC(=O)C1C=C(OCC)C([Cl:49])=C(OCC)C=1)C.ClC1C(OCC)=CC(CN2CCC(NC(=O)C3C=C(OC)C=C(CO)C=3)CC2)=CC=1OCC.C([BH3-])#N.[Na+].C(N(C(C)C)C(C)C)C>C(O)C.C(O)(=O)C>[CH3:1][O:2][C:3](=[O:35])[C:4]1[CH:32]=[C:31]([O:33][CH3:34])[CH:30]=[C:6]([C:7]([NH:9][CH:10]2[CH2:15][CH2:14][N:13]([CH2:16][C:17]3[CH:22]=[C:21]([O:23][CH2:24][CH3:25])[C:20]([Cl:49])=[C:19]([O:27][CH2:28][CH3:29])[CH:18]=3)[CH2:12][CH2:11]2)=[O:8])[CH:5]=1 |f:1.2,3.4|. Procedure: In analogy to the procedure described in example 50k), 5-methoxy-N-piperidin-4-yl-isophthalamic acid methyl ester (example 143) was reacted with 4-chloro-3,5-diethoxy-benzaldehyde (example 219), sodium cyanoborohydride, N-ethyl-diisopropylamine and acetic acid in ethanol at 50° C. to yield the title compound as off-white solid. MS: 505.2 (MH+). The reactants are ClC1=CC=C(C=C1)C1=CC(=NN1C1=CC=CC=C1)CCC=O (3-(5-(4-chlorophenyl)-1-phenyl-1H-pyrazol-3-yl)-propanal), [BH-](OC(=O)C)(OC(=O)C)OC(=O)C.[Na+] (NaBH(OAc)3), FC1=C(C=CC=C1)N1CCNCC1 (1-(2-fluorophenyl)piperazine), CCN(C(C)C)C(C)C (DIPEA). The product is ClC1=CC=C(C=C1)C1=CC(=NN1C1=CC=CC=C1)CCCN1CCN(CC1)C1=C(C=CC=C1)F (1-(3-(5-(4-chlorophenyl)-1-phenyl-1H-pyrazol-3-yl)propyl)-4-(2-fluorophenyl)piperazine). As a reaction SMILES: [Cl:1][C:2]1[CH:7]=[CH:6][C:5]([C:8]2[N:12]([C:13]3[CH:18]=[CH:17][CH:16]=[CH:15][CH:14]=3)[N:11]=[C:10]([CH2:19][CH2:20][CH:21]=O)[CH:9]=2)=[CH:4][CH:3]=1.[F:23][C:24]1[CH:29]=[CH:28][CH:27]=[CH:26][C:25]=1[N:30]1[CH2:35][CH2:34][NH:33][CH2:32][CH2:31]1.CCN(C(C)C)C(C)C.[BH-](OC(C)=O)(OC(C)=O)OC(C)=O.[Na+]>>[Cl:1][C:2]1[CH:7]=[CH:6][C:5]([C:8]2[N:12]([C:13]3[CH:18]=[CH:17][CH:16]=[CH:15][CH:14]=3)[N:11]=[C:10]([CH2:19][CH2:20][CH2:21][N:33]3[CH2:32][CH2:31][N:30]([C:25]4[CH:26]=[CH:27][CH:28]=[CH:29][C:24]=4[F:23])[CH2:35][CH2:34]3)[CH:9]=2)=[CH:4][CH:3]=1 |f:3.4|. Procedure: 108 mg (83%) of target compound was obtained by using a method same as in Example 1 by using 3-(5-(4-chlorophenyl)-1-phenyl-1H-pyrazol-3-yl)-propanal (80 mg, 0.257 mmol), 1-(2-fluorophenyl)piperazine (46 mg, 0.257 mmol), DIPEA (0.070 mL, 0.386 mmol) and NaBH(OAc)3 (163 mg, 0.771 mmol). Solvent: N1=CC=CC=C1 (pyridine). Procedure: The 1-azaspiro[5.5]undecane starting material can be prepared by the method described by H. Hodjat, et al., in J. Heterocyclic Chem., 9, 1081 (1972). This starting material is treated with benzoyl chloride in pyridine to form the N-benzoyl-1-azaspiro-[5.5]undecane, shown at the beginning of step 2. Product: C(C1=CC=CC=C1)(=O)N1CCCCC12CCCCC2 (N-benzoyl-1-azaspiro-[5.5]undecane). As a reaction SMILES: [NH:1]1[C:6]2([CH2:11][CH2:10][CH2:9][CH2:8][CH2:7]2)[CH2:5][CH2:4][CH2:3][CH2:2]1.[C:12](Cl)(=[O:19])[C:13]1[CH:18]=[CH:17][CH:16]=[CH:15][CH:14]=1>N1C=CC=CC=1>[C:12]([N:1]1[C:6]2([CH2:11][CH2:10][CH2:9][CH2:8][CH2:7]2)[CH2:5][CH2:4][CH2:3][CH2:2]1)(=[O:19])[C:13]1[CH:18]=[CH:17][CH:16]=[CH:15][CH:14]=1. Reactants: N1CCCCC12CCCCC2 (1-azaspiro[5.5]undecane), Heterocyclic, C(C1=CC=CC=C1)(=O)Cl (benzoyl chloride). The reactants are ClCC1=CC=C(OCCC=2N=C(OC2C)C2=CC=CC=C2)C=C1 (4-[2-(4-chloromethylphenoxy)ethyl]-5-methyl-2-phenyloxazole), OC1=C(C=CC=C1)CC(=O)OC (methyl 2-(2-hydroxyphenyl)acetate), CN(C=O)C (N,N-dimethylformamide), [H-].[Na+] (sodium hydride). Run in O (water). Conditions: time 15 hour. Product: CC1=C(N=C(O1)C1=CC=CC=C1)CCOC1=CC=C(COC2=C(C=CC=C2)CC(=O)OC)C=C1 (methyl 2-[2-[4-[2-(5-methyl-2-phenyl-4-oxazolyl)ethoxy]benzyloxy]phenyl]acetate). Yield: 51.8%. Reaction SMILES: Cl[CH2:2][C:3]1[CH:23]=[CH:22][C:6]([O:7][CH2:8][CH2:9][C:10]2[N:11]=[C:12]([C:16]3[CH:21]=[CH:20][CH:19]=[CH:18][CH:17]=3)[O:13][C:14]=2[CH3:15])=[CH:5][CH:4]=1.[OH:24][C:25]1[CH:30]=[CH:29][CH:28]=[CH:27][C:26]=1[CH2:31][C:32]([O:34][CH3:35])=[O:33].CN(C)C=O.[H-].[Na+]>O>[CH3:15][C:14]1[O:13][C:12]([C:16]2[CH:21]=[CH:20][CH:19]=[CH:18][CH:17]=2)=[N:11][C:10]=1[CH2:9][CH2:8][O:7][C:6]1[CH:22]=[CH:23][C:3]([CH2:2][O:24][C:25]2[CH:30]=[CH:29][CH:28]=[CH:27][C:26]=2[CH2:31][C:32]([O:34][CH3:35])=[O:33])=[CH:4][CH:5]=1 |f:3.4|. Reported procedure: To a mixture of 4-[2-(4-chloromethylphenoxy)ethyl]-5-methyl-2-phenyloxazole (0.85 g), methyl 2-(2-hydroxyphenyl)acetate (0.40 g) and N,N-dimethylformamide (30 mL) was added sodium hydride (60%, oil, 0.11 g) under ice-cooling, and the mixture was stirred at room temperature for 15 hrs. The reaction mixture was poured into water and extracted with ethyl acetate. The organic layer was washed with saturated brine and dried over anhydrous magnesium sulfate. After concentration of the organic layer, t... Reactants: ClCCl, O=C(OO)c1cccc(Cl)c1, [Na+], [Na+], O=S(=O)([O-])[O-], Cc1cccc(C)n1. Yields the product Cc1cccc(C)[n+]1[O-]. RXN SMILES: [Cl:27][CH2:28][Cl:29].[Cl:8][c:9]1[cH:10][cH:11][cH:12][c:13]([C:14]([O:15][OH:17])=[O:16])[cH:18]1.[Na+:1].[Na+:2].[O-:3][S:4](=[O:5])(=[O:6])[O-:7].[n:19]1[c:20]([CH3:26])[cH:21][cH:22][cH:23][c:24]1[CH3:25]>>[O-:16][n+:19]1[c:20]([CH3:26])[cH:21][cH:22][cH:23][c:24]1[CH3:25].